Dataset: the Open Reaction Database (ORD), a public repository of structured organic reaction records. Task: describe an organic reaction: reactants, conditions, products, and yield Reactants: ClC=1C=C(C=CC1OC)CCC1(CC(CC(O1)=O)=O)C1CCCC1 (6-[2-(3-chloro-4-methoxy-phenyl)-ethyl]-6-cyclopentyl-dihydro-pyran-2,4-dione), P(=O)(O)(O)[O-].[Na+] (sodium dihydrogen phosphate), C(C)(=O)NC1=CC=C(C=C1)S(=O)(=O)N=[N+]=[N-] (4-acetamidobenzenesulfonyl azide). Solvent: CN(C)C=O (DMF). Reaction conditions: time 4 hour. The product is ClC=1C=C(C=CC1OC)CCC1(CC(C(C(O1)=O)=[N+]=[N-])=O)C1CCCC1 (6-[2-(3-Chloro-4-methoxy-phenyl)-ethyl]-6-cyclopentyl-3-diazo-dihydro-pyran-2,4-dione). The yield is 99.0%. As a reaction SMILES: [Cl:1][C:2]1[CH:3]=[C:4]([CH2:10][CH2:11][C:12]2([CH:20]3[CH2:24][CH2:23][CH2:22][CH2:21]3)[O:17][C:16](=[O:18])[CH2:15][C:14](=[O:19])[CH2:13]2)[CH:5]=[CH:6][C:7]=1[O:8][CH3:9].P([O-])(O)(O)=O.[Na+].C(NC1C=CC(S([N:44]=[N+:45]=[N-])(=O)=O)=CC=1)(=O)C>CN(C=O)C>[Cl:1][C:2]1[CH:3]=[C:4]([CH2:10][CH2:11][C:12]2([CH:20]3[CH2:24][CH2:23][CH2:22][CH2:21]3)[O:17][C:16](=[O:18])[C:15](=[N+:44]=[N-:45])[C:14](=[O:19])[CH2:13]2)[CH:5]=[CH:6][C:7]=1[O:8][CH3:9] |f:1.2|. Reported procedure: To a solution of 6-[2-(3-chloro-4-methoxy-phenyl)-ethyl]-6-cyclopentyl-dihydro-pyran-2,4-dione (0.500 g, 1.44 mmol) from Example B(87), and sodium dihydrogen phosphate (0.26 g, 2.16 mmol) in DMF (6 mL) was added 4-acetamidobenzenesulfonyl azide (0.52 g, 2.16 mmol). The reaction was stirred for 4 hours, and then concentrated by rotary evaporation. The crude material was purified by flash chromatography to yield the desired compound (0.537 g, 100% yield). Starting materials: [N+](=O)([O-])C1=CC=C(C(=O)N2C(CCCCC2)=O)C=C1 (N-(4-nitrobenzoyl)caprolactam), C1(CCCCN1)=O (valerolactam). The product is [N+](=O)([O-])C1=CC=C(C(=O)N2C(CCCC2)=O)C=C1 (N-(4-nitrobenzoyl)valerolactam). Reaction SMILES: [N+:1]([C:4]1[CH:19]=[CH:18][C:7]([C:8]([N:10]2[CH2:16][CH2:15][CH2:14][CH2:13]C[C:11]2=[O:17])=[O:9])=[CH:6][CH:5]=1)([O-:3])=[O:2].C1(=O)NCCCC1>>[N+:1]([C:4]1[CH:5]=[CH:6][C:7]([C:8]([N:10]2[CH2:16][CH2:15][CH2:14][CH2:13][C:11]2=[O:17])=[O:9])=[CH:18][CH:19]=1)([O-:3])=[O:2]. Procedure: Synthesized as for N-(4-nitrobenzoyl)caprolactam (Example XXIII using valerolactam (Aldrich) in place of caprolactam.